From a dataset of the Open Reaction Database (ORD), a public repository of structured organic reaction records. describe an organic reaction: reactants, conditions, products, and yield Reactants: NC=1N=CNC1C#N (4-amino-5-imidazolecarbonitrile), C(C)(=O)O (acetic acid), CN(C=CC(=O)C1=CC(=CC=C1)C(F)(F)F)C (3-dimethylamino-3'-(trifluoromethyl)acrylophenone). Product: CC1=NC=2N(C(=C1)C=1C=C(C=CC1)C(F)(F)F)C=NC2C#N (2-Methyl-4-(α,α,α-trifluoro-m-tolyl)imidazo[1,5-a]pyrimidine-8-carbonitrile). Reaction SMILES: C[N:2]([CH3:17])[CH:3]=[CH:4][C:5]([C:7]1[CH:12]=[CH:11][CH:10]=[C:9]([C:13]([F:16])([F:15])[F:14])[CH:8]=1)=O.[NH2:18][C:19]1[N:20]=[CH:21][NH:22][C:23]=1C#N.[C:26](O)(=O)C>>[CH3:26][C:3]1[CH:4]=[C:5]([C:7]2[CH:8]=[C:9]([C:13]([F:14])([F:15])[F:16])[CH:10]=[CH:11][CH:12]=2)[N:20]2[CH:21]=[N:22][C:23]([C:19]#[N:18])=[C:17]2[N:2]=1. Procedure details: A mixture of 0.01 mole of 3-dimethylamino-3'-(trifluoromethyl)acrylophenone, 50 ml. of glacial acetic acid and 0.01 mole of 4-amino-5-imidazolecarbonitrile is refluxed for 5 hours. The solvent is removed under reduced pressure and the residue worked up as for Example 29 to give the product of the example. Reactants: ClC=1C=CC(=C(C1)SC1=C(C(=O)O)C(=CC=C1OC)OC)[N+](=O)[O-] (2-[(5-chloro-2-nitrophenyl)-thio]-3,6-dimethoxybenzoic acid), FC(C(=O)O)(F)F (trifluoroacetic acid), FC(C(=O)OC(C(F)(F)F)=O)(F)F (trifluoroacetic anhydride), FC(C(=O)OC(C(F)(F)F)=O)(F)F (trifluoroacetic anhydride). Solvent: O (H2O). Conditions: temperature 50 celsius, time 4 hour. Product: ClC1=CC=C(C=2SC3=C(C=CC(=C3C(C12)=O)OC)OC)[N+](=O)[O-] (1-chloro-5,8-dimethoxy-4-nitro-9H-thioxanthen-9-one). Yield: 88.0%. RXN SMILES: [Cl:1][C:2]1[CH:3]=[CH:4][C:5]([N+:22]([O-:24])=[O:23])=[C:6]([S:8][C:9]2[C:17]([O:18][CH3:19])=[CH:16][CH:15]=[C:14]([O:20][CH3:21])[C:10]=2[C:11](O)=[O:12])[CH:7]=1.FC(F)(F)C(O)=O.FC(F)(F)C(OC(=O)C(F)(F)F)=O>O>[Cl:1][C:2]1[C:7]2[C:11](=[O:12])[C:10]3[C:9](=[C:17]([O:18][CH3:19])[CH:16]=[CH:15][C:14]=3[O:20][CH3:21])[S:8][C:6]=2[C:5]([N+:22]([O-:24])=[O:23])=[CH:4][CH:3]=1. Procedure details: A mixture of 19.7 g (0.053 mol) of the above benzoic acid, 600 ml of trifluoroacetic acid, and 300 ml of trifluoroacetic anhydride was stirred at 50° C. for four hours, treated with an additional 70 ml of trifluoroacetic anhydride, and stirred at 50° C. for 20 hours. The reaction mixture was poured into 9 l of H2O and the precipitate that accumulated was collected and dried to give 16.4 g of 1-chloro-5,8-dimethoxy-4-nitro-9H-thioxanthen-9-one, mp 222°-228° C.